Dataset: the Open Reaction Database (ORD), a public repository of structured organic reaction records. Task: describe an organic reaction: reactants, conditions, products, and yield Reactants: ClC1=C2C(NC=3N(C2=CC=C1)C=NC3C3=NC(=NO3)C3CC3)=O (6-chloro-3-(3-cyclopropyl-1,2,4-oxadiazol-5-yl)-4,5-dihydro-5-oxo-imidazo[1,5-a]quinazoline), C(CC)N(CCC)CCC (tripropylamine), P(=O)(Cl)(Cl)Cl (phosphorus oxychloride), C(CC)N(CCC)CCC (tripropylamine), ice water. Run in ClCCl (dichloromethane). Reaction conditions: time 1 hour. Product: ClC1=NC=2N(C3=CC=CC(=C13)Cl)C=NC2C2=NC(=NO2)C2CC2 (5,6-Dichloro-3-(3-cyclopropyl-1,2,4-oxadiazol-5-yl)-imidazo[1,5-a]quinazoline). Reaction SMILES: [Cl:1][C:2]1[CH:11]=[CH:10][CH:9]=[C:8]2[C:3]=1[C:4](=O)[NH:5][C:6]1[N:7]2[CH:12]=[N:13][C:14]=1[C:15]1[O:19][N:18]=[C:17]([CH:20]2[CH2:22][CH2:21]2)[N:16]=1.C(N(CCC)CCC)CC.P(Cl)(Cl)([Cl:36])=O>ClCCl>[Cl:36][C:4]1[C:3]2[C:8](=[CH:9][CH:10]=[CH:11][C:2]=2[Cl:1])[N:7]2[CH:12]=[N:13][C:14]([C:15]3[O:19][N:18]=[C:17]([CH:20]4[CH2:22][CH2:21]4)[N:16]=3)=[C:6]2[N:5]=1. Reported procedure: A stirred mixture of 6-chloro-3-(3-cyclopropyl-1,2,4-oxadiazol-5-yl)-4,5-dihydro-5-oxo-imidazo[1,5-a]quinazoline (1.0 g), tripropylamine (0.5 ml) and phosphorus oxychloride (5 ml) was heated at 140°-150° C. After 1 hour, more POCI3 (5 ml) and tripropylamine (0.5 ml) was added, and heating was continued for 11/2 hours. Then the warm mixture was poured into 200 ml of ice water with vigorous stirring. After 15 min. 100 ml of dichloromethane was added. Undissolved material was collected by filtratio... Run in O (water), C1CCOC1 (THF), O (water). As a reaction SMILES: [Br:1][C:2]1[C:10]2[O:9][C:8]([S:11](Cl)(=[O:13])=[O:12])=[C:7]([CH2:15][C:16]3[CH:21]=[CH:20][CH:19]=[C:18]([F:22])[CH:17]=3)[C:6]=2[CH:5]=[C:4]([F:23])[CH:3]=1.S([O-])([O-])=O.[Na+].[Na+].[C:30](=O)(O)[O-].[Na+].CI>C1COCC1.O>[Br:1][C:2]1[C:10]2[O:9][C:8]([S:11]([CH3:30])(=[O:13])=[O:12])=[C:7]([CH2:15][C:16]3[CH:21]=[CH:20][CH:19]=[C:18]([F:22])[CH:17]=3)[C:6]=2[CH:5]=[C:4]([F:23])[CH:3]=1 |f:1.2.3,4.5|. Procedure details: 7-Bromo-5-fluoro-3-(3-fluoro-benzyl)-benzofuran-2-sulfonyl chloride (0.63 gm, 1.5 mmol) was dissolved in THF (5 ml) and added dropwise to a mixture of sodium sulfite (0.504 gm, 4 mmol) and sodium bicarbonate (0.336 gm, 4 mmol) in water (12 ml). The mixture was refluxed for three hours, cooled to room temperature, and methyl iodide (0.75 ml, 12 mmol) was added. The mixture was heated to 50° C. for two hours then cooled to room temperature and stirred for 16 hours. The mixture was diluted with wat... Conditions: time 16 hour. The product is BrC1=CC(=CC=2C(=C(OC21)S(=O)(=O)C)CC2=CC(=CC=C2)F)F (7-bromo-5-fluoro-3-(3-fluoro-benzyl)-2-methanesulfonyl-benzofuran). The yield is 58.2%. The reactants are CI (methyl iodide), BrC1=CC(=CC=2C(=C(OC21)S(=O)(=O)Cl)CC2=CC(=CC=C2)F)F (7-Bromo-5-fluoro-3-(3-fluoro-benzyl)-benzofuran-2-sulfonyl chloride), S(=O)([O-])[O-].[Na+].[Na+] (sodium sulfite), C([O-])(O)=O.[Na+] (sodium bicarbonate). Starting materials: C1(CCCC2=CC=CC=C12)=O (tetralone), C1(CCCC2=CC=CC=C12)=O (tetralone), S([O-])(O)=O.[Na+] (sodium bisulfite), S([O-])(O)=O (bisulfite), S([O-])(O)=O (bisulfite), C([O-])([O-])=O.[Na+].[Na+] (sodium carbonate). Product: C1OC=2C=C3CCC(CC3=CC2O1)=O (6,7-Methylenedioxy-2-tetralone). RXN SMILES: [C:1]1(=O)[C:10]2[C:5](=[CH:6][CH:7]=[CH:8][CH:9]=2)[CH2:4][CH2:3][CH2:2]1.S(=O)(O)[O-].[Na+].S(=O)(O)[O-:18].[C:21](=O)([O-:23])[O-:22].[Na+].[Na+]>>[CH2:21]1[O:23][C:7]2[CH:6]=[C:5]3[C:10]([CH2:1][CH2:2][C:3](=[O:18])[CH2:4]3)=[CH:9][C:8]=2[O:22]1 |f:1.2,4.5.6|. Procedure: A solution of 21 (669 mg, 2.83 mmol) in 10 mL glacial acetic acid was placed in a hydrogenation flask. To this mixture 460 mg of 10% Pd-C was added and the resulting mixture was shaken in a Parr apparatus at 40 psig of hydrogen for 40 h. The reaction mixture was filtered through a celite bed, which was washed thrice with 5 mL portions of glacial acetic acid. The glacial acetic acid was rotaevaporated to give the crude tetralone, 9. The crude tetralone was then treated with sodium bisulfite to co...